This data is from the Open Reaction Database (ORD), a public repository of structured organic reaction records. The task is: describe an organic reaction: reactants, conditions, products, and yield Starting materials: O[C@@]1([C@]2(C)[C@@H](CC1)[C@@H]1C=CC3=CC(CC[C@]3(C=O)[C@H]1CC2)=O)C (17β-hydroxy-17α-methyl-4,6-androstadiene-3,19-dione), O[C@@]1([C@]2(C)[C@@H](CC1)[C@@H]1C=CC3=CC(CC[C@]3(C=O)[C@H]1CC2)=O)C#CC (17β-hydroxy-17α-propinyl-4,6-androstadiene-3,19-dione), CC1=C2C=C[C@H]3[C@@H]4CCC([C@@]4(C)CC[C@@H]3[C@]2(CCC1=O)C=O)=O (4-methyl-4,6-androstadiene-3,17,19-trione), C[C@@]12C(CC[C@H]1[C@@H]1C=CC3=CC(CC[C@]3(C=O)[C@H]1CC2)=O)=O (4,6-androstadiene-3,17,19-trione). The product is C[C@H]1C2=C[C@H]([C@H]3[C@@H]4CCC([C@@]4(C)CC[C@@H]3[C@]2(CCC1=O)C=O)=O)C (4α,7α-dimethyl-5-androstene-3,17,19-trione), 17β-hydroxy-7α,17α-dimethyl-5-androstene-3,19-dione, O[C@@]1([C@]2(C)[C@@H](CC1)[C@@H]1[C@@H](C=C3CC(CC[C@]3(C=O)[C@H]1CC2)=O)C)C#CC (17β-hydroxy-7α-methyl-17α-propinyl-5-androstene-3,19-dione). As a reaction SMILES: [CH3:1][C:2]1[C:19](=[O:20])[CH2:18][CH2:17][C@@:16]2([CH:21]=[O:22])[C:3]=1[CH:4]=[CH:5][C@@H:6]1[C@@H:15]2[CH2:14][CH2:13][C@@:11]2([CH3:12])[C@H:7]1[CH2:8][CH2:9][C:10]2=[O:23].O[C@@:25]1(C)CC[C@H]2[C@H]3[C@H](CC[C@]12C)[C@]1(C=O)C(=CC(=O)CC1)C=C3.[OH:47][C@@:48]1([C:69]#[C:70][CH3:71])[CH2:53][CH2:52][C@H:51]2[C@H:54]3[C@H:65]([CH2:66][CH2:67][C@:49]12[CH3:50])[C@:62]1([CH:63]=[O:64])[C:57](=[CH:58][C:59](=[O:68])[CH2:60][CH2:61]1)[CH:56]=[CH:55]3.[CH3:72][C@]12CC[C@H]3[C@@H](C=CC4[C@]3(C=O)CCC(=O)C=4)[C@@H]1CCC2=O>>[CH3:1][C@@H:2]1[C:19](=[O:20])[CH2:18][CH2:17][C@@:16]2([CH:21]=[O:22])[C:3]1=[CH:4][C@@H:5]([CH3:25])[C@@H:6]1[C@@H:15]2[CH2:14][CH2:13][C@@:11]2([CH3:12])[C@H:7]1[CH2:8][CH2:9][C:10]2=[O:23].[OH:47][C@@:48]1([C:69]#[C:70][CH3:71])[CH2:53][CH2:52][C@H:51]2[C@H:54]3[C@H:65]([CH2:66][CH2:67][C@:49]12[CH3:50])[C@:62]1([CH:63]=[O:64])[C:57]([CH2:58][C:59](=[O:68])[CH2:60][CH2:61]1)=[CH:56][C@H:55]3[CH3:72]. Reported procedure: Substituting 4-methyl-4,6-androstadiene-3,17,19-trione, 17β-hydroxy-17α-methyl-4,6-androstadiene-3,19-dione and 17β-hydroxy-17α-propinyl-4,6-androstadiene-3,19-dione for the 4,6-androstadiene-3,17,19-trione above results in the formation of 4α,7α-dimethyl-5-androstene-3,17,19-trione, 17β-hydroxy-7α,17α-dimethyl-5-androstene-3,19-dione, and 17β-hydroxy-7α-methyl-17α-propinyl-5-androstene-3,19-dione, respectively.